From a dataset of the Open Reaction Database (ORD), a public repository of structured organic reaction records. describe an organic reaction: reactants, conditions, products, and yield Starting materials: CN1N=NC2=C1C=C(C=C2)C (1,6-Dimethyl-1H-benzotriazole), BrN1C(CCC1=O)=O (N-bromosuccinimide). The product is BrCC=1C=CC2=C(N(N=N2)C)C1 (6-Bromomethyl-1-methyl-1H-benzotriazole). As a reaction SMILES: [CH3:1][N:2]1[C:6]2[CH:7]=[C:8]([CH3:11])[CH:9]=[CH:10][C:5]=2[N:4]=[N:3]1.[Br:12]N1C(=O)CCC1=O>>[Br:12][CH2:11][C:8]1[CH:9]=[CH:10][C:5]2[N:4]=[N:3][N:2]([CH3:1])[C:6]=2[CH:7]=1. Procedure: The dimethyl compound (a) is reacted with N-bromosuccinimide, yielding the title compound. The reactants are C(O)C(C)(CO)CO (1,1,1-trimethylolethane), OCC(CO)(CO)CO (pentaerythritol). Product: C(O)C(CC)(CO)CO (1,1,1-trimethylolpropane). As a reaction SMILES: [CH2:1]([C:3]([CH2:7][OH:8])([CH2:5][OH:6])[CH3:4])[OH:2].O[CH2:10]C(CO)(CO)CO>>[CH2:1]([C:3]([CH2:7][OH:8])([CH2:5][OH:6])[CH2:4][CH3:10])[OH:2]. Procedure: 1,1,1-trimethylolethane; pentaerythritol;